This data is from the Open Reaction Database (ORD), a public repository of structured organic reaction records. The task is: describe an organic reaction: reactants, conditions, products, and yield Product: CCCCCCCCN(CCCCCCCC)C(=O)Nc1ccc(OC)cc1. Starting materials: CCCCCCCCNCCCCCCCC, COc1ccc(N=C=O)cc1, COc1ccc(NC(N)=O)cc1, Cc1ccccc1. RXN SMILES: [CH2:24]([CH2:25][CH2:26][CH2:27][CH2:28][CH2:29][CH2:30][CH3:31])[NH:32][CH2:33][CH2:34][CH2:35][CH2:36][CH2:37][CH2:38][CH2:39][CH3:40].[CH3:13][O:14][c:15]1[cH:16][cH:17][c:18]([N:21]=[C:22]=[O:23])[cH:19][cH:20]1.[CH3:1][O:2][c:3]1[cH:4][cH:5][c:6]([NH:7][C:8]([NH2:9])=[O:10])[cH:11][cH:12]1.[CH3:41][c:42]1[cH:43][cH:44][cH:45][cH:46][cH:47]1>>[CH3:13][O:14][c:15]1[cH:16][cH:17][c:18]([NH:21][C:22](=[O:23])[N:32]([CH2:24][CH2:25][CH2:26][CH2:27][CH2:28][CH2:29][CH2:30][CH3:31])[CH2:33][CH2:34][CH2:35][CH2:36][CH2:37][CH2:38][CH2:39][CH3:40])[cH:19][cH:20]1. Starting materials: P(=O)(Cl)(Cl)Cl (phosphorus oxychloride), ClC1=C(CN2C(=C(C3=CC=C(C=C23)C(=O)N)C(CC)=O)CC)C=CC=C1 (1-(2-chlorobenzyl)-2-ethyl-3-propionylindole-6-carboxamide), O.N (ammonia water). Solvent: CN(C=O)C (dimethylformamide). Run at time 15 minute. Yields the product ClC1=C(CN2C(=C(C3=CC=C(C=C23)C#N)C(CC)=O)CC)C=CC=C1 (1-(2-chlorobenzyl)-2-ethyl-3-propionylindole-6-carbonitrile). Yield: 87.3%. RXN SMILES: P(Cl)(Cl)(Cl)=O.[Cl:6][C:7]1[CH:31]=[CH:30][CH:29]=[CH:28][C:8]=1[CH2:9][N:10]1[C:18]2[C:13](=[CH:14][CH:15]=[C:16]([C:19]([NH2:21])=O)[CH:17]=2)[C:12]([C:22](=[O:25])[CH2:23][CH3:24])=[C:11]1[CH2:26][CH3:27].O.N>CN(C)C=O>[Cl:6][C:7]1[CH:31]=[CH:30][CH:29]=[CH:28][C:8]=1[CH2:9][N:10]1[C:18]2[C:13](=[CH:14][CH:15]=[C:16]([C:19]#[N:21])[CH:17]=2)[C:12]([C:22](=[O:25])[CH2:23][CH3:24])=[C:11]1[CH2:26][CH3:27] |f:2.3|. Procedure: To a solution phosphorus oxychloride (0.031 ml) in dimethylformamide (1.2 ml) was added 1-(2-chlorobenzyl)-2-ethyl-3-propionylindole-6-carboxamide (112 mg) at 0° C., and the mixture was stirred for 15 minutes. The resulting mixture was poured into ammonia water and ice, and then extracted with ethyl acetate. The organic phase was washed with brine, dried over sodium sulfate and evaporated in vacuo. The residue was triturated with a mixture of hexane and isopropyl ether to give 1-(2-chlorobenzyl)... The reactants are COC1=C(C=CC=C1)N1CCN(CC1)CC=CC=1C=C2CCC(NC2=CC1)=O (6-{3-[4-(2-methoxyphenyl)-1-piperazinyl]-1-propenyl}-3,4-dihydrocarbostyril), [H][H] (hydrogen). The reagents and catalysts are [Pt] (platinum black). The solvent is CO (methanol). Yields the product COC1=C(C=CC=C1)N1CCN(CC1)CCCC=1C=C2CCC(NC2=CC1)=O (6-{3-[4-(2-methoxypheny)-1-piperazinyl]propyl}-3,4-dihydrocarbostyril). Reaction SMILES: [CH3:1][O:2][C:3]1[CH:8]=[CH:7][CH:6]=[CH:5][C:4]=1[N:9]1[CH2:14][CH2:13][N:12]([CH2:15][CH:16]=[CH:17][C:18]2[CH:19]=[C:20]3[C:25](=[CH:26][CH:27]=2)[NH:24][C:23](=[O:28])[CH2:22][CH2:21]3)[CH2:11][CH2:10]1.[H][H]>CO.[Pt]>[CH3:1][O:2][C:3]1[CH:8]=[CH:7][CH:6]=[CH:5][C:4]=1[N:9]1[CH2:14][CH2:13][N:12]([CH2:15][CH2:16][CH2:17][C:18]2[CH:19]=[C:20]3[C:25](=[CH:26][CH:27]=2)[NH:24][C:23](=[O:28])[CH2:22][CH2:21]3)[CH2:11][CH2:10]1. Procedure: 2.3 Grams of 6-{3-[4-(2-methoxyphenyl)-1-piperazinyl]-1-propenyl}-3,4-dihydrocarbostyril and 0.2 g of platinum black were suspended in 100 ml of methanol and the suspension was catalytically hydrogenated under 2 to 4 atmospheric pressure of hydrogen gas at a normal temperature. After the catalyst was removed by filtration, the filtrate was dried under a reduced pressure. The residue was recrystallized from isopropanol-diisopropyl ether to obtain 6-{3-[4-(2-methoxypheny)-1-piperazinyl]propyl}-3,4... The reactants are C(C)(C)(C)OC(NC1=C(C=C(C=C1)C1=C(C=CC=C1)F)N)=O ((3-amino-2′-fluoro-biphenyl-4-yl)-carbamic acid tert.-butyl ester), C(C)(C)(C)OC(CC(=O)C=1N=C(SC1)N1C=NC(=C1)C)=O (3-[2-(4-methyl-imidazol-1-yl)-thiazol-4-yl]-3-oxo-propionic acid tert.-butyl ester). Yields the product C(C)(C)(C)OC(NC1=C(C=C(C=C1)C1=C(C=CC=C1)F)NC(CC(=O)C=1N=C(SC1)N1C=NC(=C1)C)=O)=O ((2′-Fluoro-3-{3-[2-(4-methyl-imidazol-1-yl)-thiazol-4-yl]-3-oxo-propionylamino}-biphenyl-4-yl)-carbamic acid tert.-butyl ester). Reaction SMILES: [C:1]([O:5][C:6](=[O:22])[NH:7][C:8]1[CH:13]=[CH:12][C:11]([C:14]2[CH:19]=[CH:18][CH:17]=[CH:16][C:15]=2[F:20])=[CH:10][C:9]=1[NH2:21])([CH3:4])([CH3:3])[CH3:2].C([O:27][C:28](=O)[CH2:29][C:30]([C:32]1[N:33]=[C:34]([N:37]2[CH:41]=[C:40]([CH3:42])[N:39]=[CH:38]2)[S:35][CH:36]=1)=[O:31])(C)(C)C>>[C:1]([O:5][C:6](=[O:22])[NH:7][C:8]1[CH:13]=[CH:12][C:11]([C:14]2[CH:19]=[CH:18][CH:17]=[CH:16][C:15]=2[F:20])=[CH:10][C:9]=1[NH:21][C:28](=[O:27])[CH2:29][C:30]([C:32]1[N:33]=[C:34]([N:37]2[CH:41]=[C:40]([CH3:42])[N:39]=[CH:38]2)[S:35][CH:36]=1)=[O:31])([CH3:4])([CH3:2])[CH3:3]. Reported procedure: Prepared from (3-amino-2′-fluoro-biphenyl-4-yl)-carbamic acid tert.-butyl ester (Example G37) (151 mg, 0.5 mmol) and 3-[2-(4-methyl-imidazol-1-yl)-thiazol-4-yl]-3-oxo-propionic acid tert.-butyl ester (Example H20) (154 mg, 0.5 mmol) according to the general procedure K. Obtained as a yellow amorphous substance (157 mg). Starting materials: N1=C(C=CC=C1)NN (2-pyridylhydrazine), [Na+].C1(C(C=C(C2=CC=CC=C12)S(=O)(=O)[O-])=O)=O (1,2-Naphthoquinone-4-sulfonic acid sodium salt). The solvent is O (water), O (water), Cl (hydrochloric acid). Product: OC1=C(C=C(C2=CC=CC=C12)S(=O)(=O)O)N=NC1=NC=CC=C1 (4-Hydroxy-3-(2-pyridylazo)-1-naphthalenesulfonic acid). RXN SMILES: [Na+].[C:2]1(=[O:17])[C:11]2[C:6](=[CH:7][CH:8]=[CH:9][CH:10]=2)[C:5]([S:12]([O-:15])(=[O:14])=[O:13])=[CH:4][C:3]1=O.[N:18]1[CH:23]=[CH:22][CH:21]=[CH:20][C:19]=1[NH:24][NH2:25]>O.Cl>[OH:17][C:2]1[C:11]2[C:6](=[CH:7][CH:8]=[CH:9][CH:10]=2)[C:5]([S:12]([OH:15])(=[O:14])=[O:13])=[CH:4][C:3]=1[N:25]=[N:24][C:19]1[CH:20]=[CH:21][CH:22]=[CH:23][N:18]=1 |f:0.1|. Procedure: 1,2-Naphthoquinone-4-sulfonic acid sodium salt (26 g) was dissolved in a mixture of water (500 ml) and concentrated hydrochloric acid (250 ml). To this solution was added 2-pyridylhydrazine (11 g) in water (100 ml). The reaction mixture became warm and the product started to precipitate. After 30 minutes of cooling, the product was filtered off and washed with a small volume of water, acetone and ether. Yield 32 g (96 percent). The reactants are CNC, CCOC(C)=O, CN1CCCC1=O, CCN(C(C)C)C(C)C, Cl, CC(C)n1cc(-c2nc(Br)c(N)nc2-c2ccccc2)ccc1=O, O. Yields the product CC(C)n1cc(-c2nc(N(C)C)c(N)nc2-c2ccccc2)ccc1=O. RXN SMILES: [CH3:26][NH:27][CH3:28].[CH3:38][CH2:39][O:40][C:41]([CH3:42])=[O:43].[CH3:44][N:45]1[CH2:46][CH2:47][CH2:48][C:49]1=[O:50].[CH:29]([N:30]([CH2:31][CH3:32])[CH:33]([CH3:34])[CH3:35])([CH3:36])[CH3:37].[ClH:25].[NH2:1][c:2]1[n:3][c:4](-[c:19]2[cH:20][cH:21][cH:22][cH:23][cH:24]2)[c:5](-[c:9]2[cH:10][cH:11][c:12](=[O:18])[n:13]([CH:15]([CH3:16])[CH3:17])[cH:14]2)[n:6][c:7]1[Br:8].[OH2:51]>>[NH2:1][c:2]1[n:3][c:4](-[c:19]2[cH:20][cH:21][cH:22][cH:23][cH:24]2)[c:5](-[c:9]2[cH:10][cH:11][c:12](=[O:18])[n:13]([CH:15]([CH3:16])[CH3:17])[cH:14]2)[n:6][c:7]1[N:27]([CH3:26])[CH3:28]. Product: CNCc1ccc(-c2cncc(-c3nc(-c4cccc(C)n4)nc4[nH]ccc34)c2)cc1. Reactants: CC(=O)O, Cc1cccc(-c2nc(-c3cncc(-c4ccc(C=O)cc4)c3)c3cc[nH]c3n2)n1, CN, ClCCl, Cl. Reaction SMILES: [C:34]([OH:35])(=[O:36])[CH3:37].[CH3:1][c:2]1[cH:3][cH:4][cH:5][c:6](-[c:8]2[n:9][c:10](-[c:17]3[cH:18][c:19](-[c:23]4[cH:24][cH:25][c:26]([CH:27]=[O:28])[cH:29][cH:30]4)[cH:20][n:21][cH:22]3)[c:11]3[c:12]([n:13]2)[nH:14][cH:15][cH:16]3)[n:7]1.[CH3:32][NH2:33].[Cl:38][CH2:39][Cl:40].[ClH:31]>>[CH3:1][c:2]1[cH:3][cH:4][cH:5][c:6](-[c:8]2[n:9][c:10](-[c:17]3[cH:18][c:19](-[c:23]4[cH:24][cH:25][c:26]([CH2:27][NH:33][CH3:32])[cH:29][cH:30]4)[cH:20][n:21][cH:22]3)[c:11]3[c:12]([n:13]2)[nH:14][cH:15][cH:16]3)[n:7]1.